Dataset: the Open Reaction Database (ORD), a public repository of structured organic reaction records. Task: describe an organic reaction: reactants, conditions, products, and yield Starting materials: ClC1=CC=C(C=N1)S(=O)(=O)N (6-chloropyridine-3-sulfonamide), N1CC(C1)NC(OC(C)(C)C)=O (tert-butyl azetidin-3-ylcarbamate), CCN(C(C)C)C(C)C (DIPEA). Solvent: C(C)O (ethanol). Conditions: temperature 0 celsius. Yields the product S(N)(=O)(=O)C=1C=CC(=NC1)N1CC(C1)NC(OC(C)(C)C)=O (Tert-butyl (1-(5-sulfamoylpyridin-2-yl)azetidin-3-yl)carbamate). Reaction SMILES: Cl[C:2]1[N:7]=[CH:6][C:5]([S:8]([NH2:11])(=[O:10])=[O:9])=[CH:4][CH:3]=1.[NH:12]1[CH2:15][CH:14]([NH:16][C:17](=[O:23])[O:18][C:19]([CH3:22])([CH3:21])[CH3:20])[CH2:13]1.CCN(C(C)C)C(C)C>C(O)C>[S:8]([C:5]1[CH:4]=[CH:3][C:2]([N:12]2[CH2:15][CH:14]([NH:16][C:17](=[O:23])[O:18][C:19]([CH3:21])([CH3:20])[CH3:22])[CH2:13]2)=[N:7][CH:6]=1)(=[O:10])(=[O:9])[NH2:11]. Procedure details: 6-chloropyridine-3-sulfonamide (0.32 g, 1.66 mmol) was added to a stirred solution of tert-butyl azetidin-3-ylcarbamate (0.30 g, 1.74 mmol) and DIPEA (0.9 ml, 0.65 g, 4.98 mmol) in 10 ml of ethanol and heated to reflux for 16 h. Reaction mass was cooled to 0° C. The solid formed was filtered and dried under vacuum to obtain desired product. Starting materials: ClC1=C(N)C(=CC(=C1)[N+](=O)[O-])Cl (2,6-dichloro-4-nitro-aniline), C(C)(C)O (isopropanol), S(O)(O)(=O)=O (sulfuric acid), N(=O)[O-].[Na+] (NaNO2), 125. Solvent: O (water), O (water), O (water). Yields the product ClC=1C=C(C=C(C1)Cl)[N+](=O)[O-] (3,5-dichloro-nitro-benzene). Reaction SMILES: [Cl:1][C:2]1[CH:8]=[C:7]([N+:9]([O-:11])=[O:10])[CH:6]=[C:5]([Cl:12])[C:3]=1N.C(O)(C)C.S(=O)(=O)(O)O.N([O-])=O.[Na+]>O>[Cl:1][C:2]1[CH:8]=[C:7]([N+:9]([O-:11])=[O:10])[CH:6]=[C:5]([Cl:12])[CH:3]=1 |f:3.4|. Procedure: 207 parts of 2,6-dichloro-4-nitro-aniline are introduced into 180 parts of isopropanol and 300 parts of water and 200 parts of concentrated sulfuric acid (98 percent strength by weight) are then added to the mixture. A solution of 125 parts of NaNO2 in 175 parts of water is run in at 50° C. resulting in the evolution of nitrogen. The mixture is cooled, 400 parts of water are added and the product is filtered off. 192 parts (a practically quantitative yield) of 3,5-dichloro-nitro-benzene, of melt... Starting materials: OC1=C2C=CNC2=CC=C1 (4-hydroxyindole), C1=CC=C(C=C1)P(C2=CC=CC=C2)C3=CC=CC=C3 (Ph3P), ClCCO (2-chloroethanol), CCOC(=O)/N=N/C(=O)OCC (diethylazodicarboxylate). The solvent is C1CCOC1 (THF). Reaction conditions: temperature 23 celsius, time 20 hour. Product: ClCCOC1=C2C=CNC2=CC=C1 (4-(2-Chloro-ethoxy)-1H-indole). Isolated yield 39.0%. RXN SMILES: [OH:1][C:2]1[CH:10]=[CH:9][CH:8]=[C:7]2[C:3]=1[CH:4]=[CH:5][NH:6]2.C1C=CC(P(C2C=CC=CC=2)C2C=CC=CC=2)=CC=1.[Cl:30][CH2:31][CH2:32]O.CCOC(/N=N/C(OCC)=O)=O>C1COCC1>[Cl:30][CH2:31][CH2:32][O:1][C:2]1[CH:10]=[CH:9][CH:8]=[C:7]2[C:3]=1[CH:4]=[CH:5][NH:6]2. Reported procedure: To 2.0 g (1.5 mmol) 4-hydroxyindole in 50 mL THF at 0° C. is added 6.3 g (24 mmol) Ph3P, 1.51 mL (1.81 g, 22.53 mmol) 2-chloroethanol and 3.78 mL (4.19 g, 24.03 mmol) diethylazodicarboxylate. After stirring at 23° C. for 20 h, the dark reaction mixture is evaporated to a black oil. Diethyl ether (30 mL) is added, the dark solution stirred on a magnetic stir plate, and 200 mL hexanes is added (to precipitate Ph3PO). After stirring at 23° C. for 30 min, the mixture is filtered and the filtrate eva... The reactants are CO, [Cl-], Cc1ccc2c(N3CCN(CCc4cccc([N+](=O)[O-])c4)CC3)cc(F)cc2n1, [Fe], [NH4+], O. Product: Cc1ccc2c(N3CCN(CCc4cccc(N)c4)CC3)cc(F)cc2n1. RXN SMILES: [CH3:32][OH:33].[Cl-:30].[F:1][c:2]1[cH:3][c:4]([N:13]2[CH2:14][CH2:15][N:16]([CH2:19][CH2:20][c:21]3[cH:22][c:23]([N+:27]([O-:28])=[O:29])[cH:24][cH:25][cH:26]3)[CH2:17][CH2:18]2)[c:5]2[cH:6][cH:7][c:8]([CH3:12])[n:9][c:10]2[cH:11]1.[Fe:35].[NH4+:31].[OH2:34]>>[F:1][c:2]1[cH:3][c:4]([N:13]2[CH2:14][CH2:15][N:16]([CH2:19][CH2:20][c:21]3[cH:22][c:23]([NH2:27])[cH:24][cH:25][cH:26]3)[CH2:17][CH2:18]2)[c:5]2[cH:6][cH:7][c:8]([CH3:12])[n:9][c:10]2[cH:11]1. Starting materials: Cl.C(C)N=C=NCCCN(C)C (1-ethyl-3-(3-dimethylaminopropyl)carbodiimide hydrochloride), N([C@@H](CC1=CC=CC=C1)C(=O)O)C(=O)OCC1=CC=CC=C1 (Z-Phe-OH), N(CCC(=O)OC(C)(C)C)C (MeβAla-O-t-Bu), ON1N=NC2=C(C1=O)C=CC=C2 (3-hydroxy-4-oxo-3,4-dihydro-1,2,3-benzotriazine). Solvent: C(Cl)Cl (methylene chloride). Run at temperature -10 celsius, time 20 hour. Yields the product N([C@@H](CC1=CC=CC=C1)C(=O)N(CCC(=O)OC(C)(C)C)C)C(=O)OCC1=CC=CC=C1 (Z-Phe-MeβAla-O-t-Bu). Yield: 96.7%. As a reaction SMILES: [NH:1]([C:13]([O:15][CH2:16][C:17]1[CH:22]=[CH:21][CH:20]=[CH:19][CH:18]=1)=[O:14])[C@H:2]([C:10]([OH:12])=O)[CH2:3][C:4]1[CH:9]=[CH:8][CH:7]=[CH:6][CH:5]=1.[NH:23]([CH3:33])[CH2:24][CH2:25][C:26]([O:28][C:29]([CH3:32])([CH3:31])[CH3:30])=[O:27].ON1C(=O)C2C=CC=CC=2N=N1.Cl.C(N=C=NCCCN(C)C)C>C(Cl)Cl>[NH:1]([C:13]([O:15][CH2:16][C:17]1[CH:22]=[CH:21][CH:20]=[CH:19][CH:18]=1)=[O:14])[C@H:2]([C:10]([N:23]([CH3:33])[CH2:24][CH2:25][C:26]([O:28][C:29]([CH3:31])([CH3:30])[CH3:32])=[O:27])=[O:12])[CH2:3][C:4]1[CH:5]=[CH:6][CH:7]=[CH:8][CH:9]=1 |f:3.4|. Procedure: Z-Phe-OH (29.9 g, 100 mmol), MeβAla-O-t-Bu (16.0 g, 110 mmol), and 3-hydroxy-4-oxo-3,4-dihydro-1,2,3-benzotriazine (17.9 g, 110 mmol) was dissolved in methylene chloride (200 ml). This solution was cooled to −10° C., added with 1-ethyl-3-(3-dimethylaminopropyl)carbodiimide hydrochloride (21.1 g, 110 mmol), and then stirred at −10° C. for one hour and further at room temperature for 20 hours. After the solvent was evaporated under reduced pressure, the reaction mixture was added with ethyl acetat... Starting materials: CC1=C(CCC2=CC(=CC=C12)Cl)NC(C1=CC=CC=C1)C (1-methyl-2-(α-methylbenzylamino)-6-chloro-1,2-didehydrotetralin), C(=C)C(=O)C (methyl vinyl ketone), C(C)(=O)O (acetic acid). The solvent is C1CCOC1 (THF). Conditions: time 96 hour. The product is OC1(CC[C@]2(C3=C(CC1C2=O)C=C(C=C3)Cl)C)C ((5S)-5,6,7,8,9,10-hexahydro-8-hydroxy-2-chloro-5,8-dimethyl-5,9-methanobenzocycloocten-11-one). As a reaction SMILES: [CH3:1][C:2]1[C:11]2[C:6](=[CH:7][C:8]([Cl:12])=[CH:9][CH:10]=2)[CH2:5][CH2:4][C:3]=1NC(C)C1C=CC=CC=1.[CH:22]([C:24]([CH3:26])=[O:25])=[CH2:23].C(O)(=[O:29])C>C1COCC1>[OH:25][C:24]1([CH3:26])[CH:4]2[C:3](=[O:29])[C@:2]([CH3:1])([C:11]3[CH:10]=[CH:9][C:8]([Cl:12])=[CH:7][C:6]=3[CH2:5]2)[CH2:23][CH2:22]1. Reported procedure: To a stirred solution of 1-methyl-2-(α-methylbenzylamino)-6-chloro-1,2-didehydrotetralin (79 g; 0.25 mol.) in 500 mL of THF was added methyl vinyl ketone (23 mL; 0.28 mol.). The solution was stirred at ambient temperature, under argon atmosphere, in the dark for 96 hours. Aqueous acetic acid (20%, 500 mL) was added and the mixture stirred for 2 hours. The reaction mixture was partitioned between ethyl acetate and water. The organic phase was washed with saturated Na2CO3, and dried over Na2SO4. T... Starting materials: BrCC1=CC=C(C=C1)C1=NOC(=C1)C(=O)N (3-(4-bromomethyl-phenyl)-isoxazole-5-carboxylic acid amide), BrCC1=CC=C(C=C1)C1=NOC(=C1)C(=O)N (3-(4-bromomethyl-phenyl)-isoxazole-5-carboxylic acid amide), C(C)(C)(C)C1=C(C=CC=C1)O (2-tert-butylphenol), C(=O)([O-])[O-].[K+].[K+] (K2CO3). Run in CC#N (CH3CN). Conditions: temperature 90 celsius. The product is C(C)(C)(C)C1=C(OCC2=CC=C(C=C2)C2=NOC(=C2)C(=O)N)C=CC=C1 (3-[4-(2-tert-butyl-phenoxymethyl)-phenyl]-isoxazole-5-carboxylic acid amide). The yield is 74.7%. Reaction SMILES: Br[CH2:2][C:3]1[CH:8]=[CH:7][C:6]([C:9]2[CH:13]=[C:12]([C:14]([NH2:16])=[O:15])[O:11][N:10]=2)=[CH:5][CH:4]=1.[C:17]([C:21]1[CH:26]=[CH:25][CH:24]=[CH:23][C:22]=1[OH:27])([CH3:20])([CH3:19])[CH3:18].C([O-])([O-])=O.[K+].[K+]>CC#N>[C:17]([C:21]1[CH:26]=[CH:25][CH:24]=[CH:23][C:22]=1[O:27][CH2:2][C:3]1[CH:8]=[CH:7][C:6]([C:9]2[CH:13]=[C:12]([C:14]([NH2:16])=[O:15])[O:11][N:10]=2)=[CH:5][CH:4]=1)([CH3:20])([CH3:18])[CH3:19] |f:2.3.4|. Reported procedure: To a mixture of 3-(4-bromomethyl-phenyl)-isoxazole-5-carboxylic acid amide (which may be prepared as described in Preparation of Intermediate 14; 30 mg, 0.107 mmol) in CH3CN (2 mL) were added 2-tert-butylphenol (28 μL, 0.182 mmol) and K2CO3 (30 mg, 0.22 mmol). The mixture was heated at 90° C. for 16 h and then evaporated to dryness. The residue was purified by chromatography (66-75% EtOAc/hexanes) to give 3-[4-(2-tert-butyl-phenoxymethyl)-phenyl]-isoxazole-5-carboxylic acid amide (28 mg, 75%) as... The reactants are C(C)(C)(C)OC([C@H](N(CC=C)C(=O)OCC1=CC=CC=C1)C)=O (N-benzyloxycarbonyl-N-allyl-D-alanine t-butyl ester), O=[O+][O-] (ozone). The solvent is C(Cl)Cl (methylene chloride). The product is C(C)(C)(C)OC([C@H](N(CC=O)C(=O)OCC1=CC=CC=C1)C)=O (N-benzyloxycarbonyl-N-(2-oxo-ethyl)-D-alanine t-butyl ester). As a reaction SMILES: [C:1]([O:5][C:6](=[O:23])[C@@H:7]([CH3:22])[N:8]([C:12]([O:14][CH2:15][C:16]1[CH:21]=[CH:20][CH:19]=[CH:18][CH:17]=1)=[O:13])[CH2:9][CH:10]=C)([CH3:4])([CH3:3])[CH3:2].[O:24]=[O+][O-]>C(Cl)Cl>[C:1]([O:5][C:6](=[O:23])[C@@H:7]([CH3:22])[N:8]([C:12]([O:14][CH2:15][C:16]1[CH:21]=[CH:20][CH:19]=[CH:18][CH:17]=1)=[O:13])[CH2:9][CH:10]=[O:24])([CH3:4])([CH3:3])[CH3:2]. Procedure details: Cbz-N-allyl-D-alanine t-butylester (70) in methylene chloride is treated with ozone at -78° C. until a blue color persists. The ozonide is quenched with dimethylsulfide and allowed to warm to room temperature. Excess dimethylsulfide is removed by bubbling a stream of nitrogen into the solution. After evaporation of solvent the product is purified by flash chromatography over silica gel to give (71). Starting materials: BrCc1ccoc1, CCOC(=O)N1CCC(c2c[nH]c3ncccc23)CC1, CCOCC. The product is CCOC(=O)N1CCC(c2cn(Cc3ccoc3)c3ncccc23)CC1. RXN SMILES: [Br:21][CH2:22][c:23]1[cH:24][o:25][cH:26][cH:27]1.[CH2:1]([CH3:2])[O:3][C:4](=[O:5])[N:6]1[CH2:7][CH2:8][CH:9]([c:12]2[cH:13][nH:14][c:15]3[n:16][cH:17][cH:18][cH:19][c:20]23)[CH2:10][CH2:11]1.[CH2:28]([O:29][CH2:30][CH3:31])[CH3:32]>>[CH2:1]([CH3:2])[O:3][C:4](=[O:5])[N:6]1[CH2:7][CH2:8][CH:9]([c:12]2[cH:13][n:14]([CH2:22][c:23]3[cH:24][o:25][cH:26][cH:27]3)[c:15]3[n:16][cH:17][cH:18][cH:19][c:20]23)[CH2:10][CH2:11]1.